This data is from the Open Reaction Database (ORD), a public repository of structured organic reaction records. The task is: describe an organic reaction: reactants, conditions, products, and yield Reaction SMILES: [CH3:42][OH:43].[CH:1]([CH3:2])([CH3:3])[c:4]1[cH:5][cH:6][c:7](-[c:10]2[n:11][c:12](=[O:41])[n:13]([CH2:24][c:25]3[cH:26][c:27]([O:31][CH2:32][CH2:33][O:34][CH:35]4[CH2:36][CH2:37][CH2:38][CH2:39][O:40]4)[cH:28][cH:29][cH:30]3)[c:14]3[cH:15][cH:16][c:17]([O:20][CH2:21][C:22]#[CH:23])[cH:18][c:19]23)[cH:8][cH:9]1>>[CH:1]([CH3:2])([CH3:3])[c:4]1[cH:5][cH:6][c:7](-[c:10]2[n:11][c:12](=[O:41])[n:13]([CH2:24][c:25]3[cH:26][c:27]([O:31][CH2:32][CH2:33][OH:34])[cH:28][cH:29][cH:30]3)[c:14]3[cH:15][cH:16][c:17]([O:20][CH2:21][C:22]#[CH:23])[cH:18][c:19]23)[cH:8][cH:9]1. Reactants: CO, C#CCOc1ccc2c(c1)c(-c1ccc(C(C)C)cc1)nc(=O)n2Cc1cccc(OCCOC2CCCCO2)c1. The product is C#CCOc1ccc2c(c1)c(-c1ccc(C(C)C)cc1)nc(=O)n2Cc1cccc(OCCO)c1. The reactants are FC1=C(N)C(=CC=C1)C(F)(F)F (2-Fluoro-6-(trifluoromethyl)aniline), CN1CCOCC1 (N-methylmorpholine), C(C)(C)(C)OC(=O)N([C@H](C(=O)N[C@H](C(=O)N1[C@@H](CC=2C1=NC=CC2)C(=O)O)C(C)C)C)C ((S)-1-((S)-2-((S)-2-(tert-butoxycarbonyl(methyl)amino)propanamido)-3-methylbutanoyl)-2,3-dihydro-1H-pyrrolo[2,3-b]pyridine-2-carboxylic acid), C(C)(C)(C)OC(=O)N([C@H](C(=O)N[C@H](C(=O)N1[C@@H](CC=2C1=NC=CC2)C(=O)O)C(C)C)C)C ((S)-1-((S)-2-((S)-2-(tert-butoxycarbonyl(methyl)amino)propanamido)-3-methylbutanoyl)-2,3-dihydro-1H-pyrrolo[2,3-b]pyridine-2-carboxylic acid), C(C(=O)Cl)(=O)Cl (oxalyl chloride), CN(C)C=O (DMF), N1=CC=CC=C1 (Pyridine). Run in C(Cl)Cl (DCM), C(Cl)Cl (DCM). Run at time 1 hour. The product is FC1=C(C(=CC=C1)C(F)(F)F)NC(=O)[C@@H]1CC=2C(=NC=CC2)N1C([C@H](C(C)C)NC([C@H](C)N(C(OC(C)(C)C)=O)C)=O)=O (tert-butyl (S)-1-((S)-1-((S)-2-(2-fluoro-6-(trifluoromethyl)phenylcarbamoyl)-2,3-dihydro-1H-pyrrolo[2,3-b]pyridin-1-yl)-3-methyl-1-oxobutan-2-ylamino)-1-oxopropan-2-yl(methyl)carbamate). Yield: 29.6%. Reaction SMILES: CN(C=O)C.C(Cl)(=O)C(Cl)=O.N1C=CC=CC=1.[C:18]([O:22][C:23]([N:25]([CH3:49])[C@@H:26]([CH3:48])[C:27]([NH:29][C@@H:30]([CH:45]([CH3:47])[CH3:46])[C:31]([N:33]1[C:37]2=[N:38][CH:39]=[CH:40][CH:41]=[C:36]2[CH2:35][C@H:34]1[C:42]([OH:44])=O)=[O:32])=[O:28])=[O:24])([CH3:21])([CH3:20])[CH3:19].[F:50][C:51]1[CH:57]=[CH:56][CH:55]=[C:54]([C:58]([F:61])([F:60])[F:59])[C:52]=1[NH2:53].CN1CCOCC1>C(Cl)Cl>[F:50][C:51]1[CH:57]=[CH:56][CH:55]=[C:54]([C:58]([F:61])([F:60])[F:59])[C:52]=1[NH:53][C:42]([C@H:34]1[N:33]([C:31](=[O:32])[C@@H:30]([NH:29][C:27](=[O:28])[C@@H:26]([N:25]([CH3:49])[C:23](=[O:24])[O:22][C:18]([CH3:19])([CH3:20])[CH3:21])[CH3:48])[CH:45]([CH3:46])[CH3:47])[C:37]2=[N:38][CH:39]=[CH:40][CH:41]=[C:36]2[CH2:35]1)=[O:44]. Procedure details: In a 50 mL round-bottomed flask, DMF (12.2 mg, 12.9 μL, 167 μmol Eq: 1.5) was combined with DCM (1 mL) to give a colorless solution. The reaction mixture was cooled in an ice bath and oxalyl chloride (21.2 mg, 14.6 μL, 167 μmol, Eq: 1.5) was added. Pyridine (13.2 mg, 13.5 μL, 167 μmol, Eq: 1.5) was then added followed by (S)-1-((S)-2-((S)-2-(tert-butoxycarbonyl(methyl)amino)propanamido)-3-methylbutanoyl)-2,3-dihydro-1H-pyrrolo[2,3-b]pyridine-2-carboxylic acid (Intermediate 8) (50 mg, 111 μmol Eq... Product: O=C(NC1CCN(C2CCCCC2)C1)c1cc([N+](=O)[O-])cc([N+](=O)[O-])c1. RXN SMILES: [CH:28]([Cl:29])([Cl:30])[Cl:31].[N+:13](=[O:14])([O-:15])[c:16]1[cH:17][c:18]([C:19](=[O:20])[Cl:21])[cH:22][c:23]([N+:25](=[O:26])[O-:27])[cH:24]1.[NH2:1][CH:2]1[CH2:3][N:4]([CH:7]2[CH2:8][CH2:9][CH2:10][CH2:11][CH2:12]2)[CH2:5][CH2:6]1>>[NH:1]([CH:2]1[CH2:3][N:4]([CH:7]2[CH2:8][CH2:9][CH2:10][CH2:11][CH2:12]2)[CH2:5][CH2:6]1)[C:19]([c:18]1[cH:17][c:16]([N+:13](=[O:14])[O-:15])[cH:24][c:23]([N+:25](=[O:26])[O-:27])[cH:22]1)=[O:20]. The reactants are ClC(Cl)Cl, O=C(Cl)c1cc([N+](=O)[O-])cc([N+](=O)[O-])c1, NC1CCN(C2CCCCC2)C1. Reactants: C(C1=CC=CC=C1)OC1=C(C=C(C=C1F)\C=C(\C(=O)OCC)/OCC)F ((Z)-ethyl 3-(4-(benzyloxy)-3,5-difluorophenyl)-2-ethoxyacrylate), [H][H] (hydrogen). The reagents and catalysts are [Pd] (Pd/C). Run in C(C)O (ethanol). Reaction conditions: time 8 hour. Yields the product FC=1C=C(C=C(C1O)F)CC(C(=O)OCC)OCC (ethyl 3-(3,5-difluoro-4-hydroxyphenyl)-2-ethoxypropanoate). The yield is 82.3%. Reaction SMILES: C([O:8][C:9]1[C:14]([F:15])=[CH:13][C:12](/[CH:16]=[C:17](\[O:23][CH2:24][CH3:25])/[C:18]([O:20][CH2:21][CH3:22])=[O:19])=[CH:11][C:10]=1[F:26])C1C=CC=CC=1.[H][H]>C(O)C.[Pd]>[F:15][C:14]1[CH:13]=[C:12]([CH2:16][CH:17]([O:23][CH2:24][CH3:25])[C:18]([O:20][CH2:21][CH3:22])=[O:19])[CH:11]=[C:10]([F:26])[C:9]=1[OH:8]. Reported procedure: To a solution (Z)-ethyl 3-(4-(benzyloxy)-3,5-difluorophenyl)-2-ethoxyacrylate (680) (1.3 g, 3.59 mmol) in ethanol (25 mL) was added Pd/C (140 mg, 10% Degussa type). A balloon of hydrogen gas was added and the reaction was evacuated and back-filled with hydrogen three times. The reaction was stirred overnight at room temperature, was filtered through a pad of celite and concentrated in vacuo to give ethyl 3-(3,5-difluoro-4-hydroxyphenyl)-2-ethoxypropanoate (0.81 g) (681).